describe an organic reaction: reactants, conditions, products, and yield From a dataset of the Open Reaction Database (ORD), a public repository of structured organic reaction records. Run in C(Cl)Cl (DCM). Yields the product C(C1=CC=CC=C1)OC(CCC1=CC=C(C=C1)OCC(=O)O)=O (3-(4-Carboxymethoxy-phenyl)-propionic acid benzyl ester). Procedure details: 3-(4-tert-Butoxycarbonylmethoxy-phenyl)-propionic acid benzyl ester (step 1) (10 g, 27 mmol) in DCM (100 ml) was treated with TFA (20 ml) and heated at reflux for 4 h. The resulting mixture was concentrated in vacuo. The residue was dissolved in DCM and concentrated in vacuo a further four times until a viscous oil of the title compound was obtained. Reaction SMILES: [CH2:1]([O:8][C:9](=[O:27])[CH2:10][CH2:11][C:12]1[CH:17]=[CH:16][C:15]([O:18][CH2:19][C:20]([O:22]C(C)(C)C)=[O:21])=[CH:14][CH:13]=1)[C:2]1[CH:7]=[CH:6][CH:5]=[CH:4][CH:3]=1.C(O)(C(F)(F)F)=O>C(Cl)Cl>[CH2:1]([O:8][C:9](=[O:27])[CH2:10][CH2:11][C:12]1[CH:13]=[CH:14][C:15]([O:18][CH2:19][C:20]([OH:22])=[O:21])=[CH:16][CH:17]=1)[C:2]1[CH:7]=[CH:6][CH:5]=[CH:4][CH:3]=1. Starting materials: C(C1=CC=CC=C1)OC(CCC1=CC=C(C=C1)OCC(=O)OC(C)(C)C)=O (3-(4-tert-Butoxycarbonylmethoxy-phenyl)-propionic acid benzyl ester), C(=O)(C(F)(F)F)O (TFA). Reactants: C(C1=CC=CC=C1)Cl (benzyl chloride), C(=O)(OCC)C=1C=NC2=CC=C(C=C2C1O)C1CCCCC1 (3-carboethoxy-4-hydroxy-6-cyclohexyl-quinoline), [Na] (sodium), O (water). Run in CO (methanol). Conditions: time 5 hour. Product: C(C1=CC=CC=C1)N1C=C(C(C2=CC(=CC=C12)C1CCCCC1)=O)C(=O)OC (1-benzyl-3-carbomethoxy-4-oxo-6-cyclohexyl-1,4-dihydroquinoline). Reaction SMILES: [C:1]([C:6]1[CH:7]=[N:8][C:9]2[C:14]([C:15]=1[OH:16])=[CH:13][C:12]([CH:17]1[CH2:22][CH2:21][CH2:20][CH2:19][CH2:18]1)=[CH:11][CH:10]=2)([O:3][CH2:4]C)=[O:2].[Na].O.[CH2:25](Cl)[C:26]1[CH:31]=[CH:30][CH:29]=[CH:28][CH:27]=1>CO>[CH2:25]([N:8]1[C:9]2[C:14](=[CH:13][C:12]([CH:17]3[CH2:22][CH2:21][CH2:20][CH2:19][CH2:18]3)=[CH:11][CH:10]=2)[C:15](=[O:16])[C:6]([C:1]([O:3][CH3:4])=[O:2])=[CH:7]1)[C:26]1[CH:31]=[CH:30][CH:29]=[CH:28][CH:27]=1 |^1:22|. Reported procedure: 14 g of 3-carboethoxy-4-hydroxy-6-cyclohexyl-quinoline are added to a solution of 1.45 g of sodium in 150 ml of absolute methanol, whilst stirring, and the mixture is heated to the boil for 1 hour, with exclusion of water. 7.15 g of benzyl chloride are then added dropwise to the reaction mixture, which is boiled for a further 5 hours under reflux. It is then evaporated to dryness in vacuo and the residue is partitioned between 4 times 500 ml of chloroform and 500 ml of 1 N potassium hydroxide so... Reactants: C(C)(=O)O (acetic acid), Cl.Cl.NCC=1C=CC(=NC1)N1NC=C(C1=O)C=1C=NC=CC1 (2-[5-(Aminomethyl)pyridin-2-yl]-4-pyridin-3-yl-1,2-dihydro-3H-pyrazol-3-one dihydrochloride), COC1OC(CC1)OC (2,5-dimethoxytetrahydrofuran), N1=CC=CC=C1 (pyridine). The solvent is O (water). Conditions: temperature 100 celsius, time 16 hour. Product: Cl.N1=CC(=CC=C1)C=1C(N(NC1)C1=NC=C(C=C1)CN1C=CC=C1)=O (4-Pyridin-3-yl-2-[5-(1H-pyrrol-1-ylmethyl)pyridin-2-yl]-1,2-dihydro-3H-pyrazol-3-one hydrochloride). RXN SMILES: C(O)(=O)C.N1C=[CH:9][CH:8]=[CH:7][CH:6]=1.[ClH:11].Cl.[NH2:13][CH2:14][C:15]1[CH:16]=[CH:17][C:18]([N:21]2[C:25](=[O:26])[C:24]([C:27]3[CH:28]=[N:29][CH:30]=[CH:31][CH:32]=3)=[CH:23][NH:22]2)=[N:19][CH:20]=1.COC1CCC(OC)O1>O>[ClH:11].[N:29]1[CH:30]=[CH:31][CH:32]=[C:27]([C:24]2[C:25](=[O:26])[N:21]([C:18]3[CH:17]=[CH:16][C:15]([CH2:14][N:13]4[CH:9]=[CH:8][CH:7]=[CH:6]4)=[CH:20][N:19]=3)[NH:22][CH:23]=2)[CH:28]=1 |f:2.3.4,7.8|. Procedure details: 565 mg (9.4 mmol) of acetic acid are initially charged in 0.3 ml of water. 744 mg (9.4 mmol) of pyridine are added slowly. 191 mg (0.6 mmol) of the compound from Example 13 and 74 mg (0.6 mmol) of 2,5-dimethoxytetrahydrofuran are then added, and the mixture is stirred at 100° C. for 16 h. The mixture is then concentrated on a rotary evaporator, 3 ml of acetonitrile and 3 ml of 1 N hydrochloric acid are added and the mixture is stirred at RT for 30 min. The solid formed is filtered off, washed on... Starting materials: 3a, FC1=CC=C(C=C1)C(CO)=O (1-(4-fluorophenyl)-2-hydroxyethanone), C(CO)O (ethylene glycol). The reagents and catalysts are O.C1(=CC=C(C=C1)S(=O)(=O)O)C (p-toluenesulfonic acid monohydrate). Solvent: C1=CC=CC=C1 (benzene). Product: FC1=CC=C(C=C1)C1(OCCO1)CO ([2-(4-fluorophenyl)-[1,3]dioxolan-2-yl]methanol). Isolated yield 71.8%. Reaction SMILES: [F:1][C:2]1[CH:7]=[CH:6][C:5]([C:8](=[O:11])[CH2:9][OH:10])=[CH:4][CH:3]=1.[CH2:12](O)[CH2:13][OH:14]>O.C1(C)C=CC(S(O)(=O)=O)=CC=1.C1C=CC=CC=1>[F:1][C:2]1[CH:3]=[CH:4][C:5]([C:8]2([CH2:9][OH:10])[O:14][CH2:13][CH2:12][O:11]2)=[CH:6][CH:7]=1 |f:2.3|. Procedure: The same reaction as in the synthesis of 3a was conducted from 1-(4-fluorophenyl)-2-hydroxyethanone (23.89 g, 155 mmol), ethylene glycol (42 mL, 780 mmol), p-toluenesulfonic acid monohydrate (0.5 g) and benzene (300 mL) and the resulting crude product was purified by a silica gel column chromatography (toluene:ethyl acetate=4:1) to give [2-(4-fluorophenyl)-[1,3]dioxolan-2-yl]methanol (22.05 g, 72%) as an oily product. 1H-NMR (DMSO-d6) δ: 3.51 (d, J=6.3 Hz, 2H), 3.75-3.81 (m, 2H), 3.99-4.07 (m, 2...